describe an organic reaction: reactants, conditions, products, and yield From a dataset of the Open Reaction Database (ORD), a public repository of structured organic reaction records. The reactants are ClCCl, CCN=C=NCCCN(C)C, CNOC, CCN(C(C)C)C(C)C, Cc1cc(C(=O)O)cc(Cl)n1, Cl, CN(C)C=O, O, O, On1nnc2ccccc21. As a reaction SMILES: [CH2:48]([Cl:49])[Cl:50].[CH3:24][N:25]([CH3:26])[CH2:27][CH2:28][CH2:29][N:30]=[C:31]=[N:32][CH2:33][CH3:34].[CH3:44][O:45][NH:46][CH3:47].[CH:35]([N:36]([CH:37]([CH3:38])[CH3:39])[CH2:40][CH3:41])([CH3:42])[CH3:43].[Cl:1][c:2]1[cH:3][c:4]([C:5](=[O:6])[OH:7])[cH:8][c:9]([CH3:11])[n:10]1.[ClH:23].[O:51]=[CH:52][N:53]([CH3:54])[CH3:55].[OH2:12].[OH2:56].[OH:13][n:14]1[c:15]2[cH:16][cH:17][cH:18][cH:19][c:20]2[n:21][n:22]1>>[Cl:1][c:2]1[cH:3][c:4]([C:5](=[O:6])[N:46]([O:45][CH3:44])[CH3:47])[cH:8][c:9]([CH3:11])[n:10]1. Product: CON(C)C(=O)c1cc(C)nc(Cl)c1.